This data is from the Open Reaction Database (ORD), a public repository of structured organic reaction records. The task is: describe an organic reaction: reactants, conditions, products, and yield Reactants: ClCCCN1C(CCC2=CC=C(C=C12)C)=O (1-(3-chloropropyl)-7-methyl-3,4-dihydro-1H-quinolin-2-one), C(CCC)C1CCNCC1 (4-butylpiperidine), C(=O)([O-])[O-].[K+].[K+] (K2CO3). Run in CC#N (MeCN). Yields the product C(CCC)C1CCN(CC1)CCCN1C(CCC2=C(C=CC=C12)C)=O (1-[3-(4-Butylpiperidin-1-yl)propyl]-5-methyl-3,4-dihydro-1H-quinolin-2-one). Yield: 35.7%. RXN SMILES: Cl[CH2:2][CH2:3][CH2:4][N:5]1[C:14]2[C:9](=[CH:10][CH:11]=[C:12](C)[CH:13]=2)[CH2:8][CH2:7][C:6]1=[O:16].[CH2:17]([CH:21]1[CH2:26][CH2:25][NH:24][CH2:23][CH2:22]1)[CH2:18][CH2:19][CH3:20].[C:27]([O-])([O-])=O.[K+].[K+]>CC#N>[CH2:17]([CH:21]1[CH2:26][CH2:25][N:24]([CH2:2][CH2:3][CH2:4][N:5]2[C:14]3[C:9](=[C:10]([CH3:27])[CH:11]=[CH:12][CH:13]=3)[CH2:8][CH2:7][C:6]2=[O:16])[CH2:23][CH2:22]1)[CH2:18][CH2:19][CH3:20] |f:2.3.4|. Procedure: A 4 mL vial was charged with 1-(3-chloropropyl)-7-methyl-3,4-dihydro-1H-quinolin-2-one (107LH27-13,1) (0.117 g, 0.49 mmol), 4-butylpiperidine (0.071 g, 0.50 mmol), KI (0.166 g, 1.00 mmol), and K2CO3 (0.138 g, 1.00 mmol) in MeCN and shaken at 50°. The reaction mixture was quenched with water, and the product extracted into EtOAc. The combined organic layers were dried over Na2SO4, filtered, and concentrated. The product was purified by flash CC (SiO2; EtOAc, MeOH/EtOAc 1:4) to give the title comp... Reactants: C(=O)(N1C=NC=C1)N1C=NC=C1 (carbonyldiimidazole), FC=1C(=C(C(N(C1C)C)=O)C(=O)O)O (5-fluoro-1,6-dimethyl-4-hydroxy-2-oxo-1,2-dihydropyridine-3-carboxylic acid), NC=1C=CC(=NC1)C#N (5-amino-2-cyanopyridine). The solvent is C(C)#N (acetonitrile). Run at time 1 hour. The product is CN1C(C(=C(C(=C1C)F)O)C(=O)NC=1C=NC(=CC1)C#N)=O (1,6-dimethyl-5-fluoro-4-hydroxy-2-oxo-N-(6-cyano-3-pyridyl)-1,2-dihydropyridine-3-carboxamide). The yield is 61.2%. Reaction SMILES: [F:1][C:2]1[C:3]([OH:14])=[C:4]([C:11]([OH:13])=O)[C:5](=[O:10])[N:6]([CH3:9])[C:7]=1[CH3:8].C(N1C=CN=C1)(N1C=CN=C1)=O.[NH2:27][C:28]1[CH:29]=[CH:30][C:31]([C:34]#[N:35])=[N:32][CH:33]=1>C(#N)C>[CH3:9][N:6]1[C:7]([CH3:8])=[C:2]([F:1])[C:3]([OH:14])=[C:4]([C:11]([NH:27][C:28]2[CH:33]=[N:32][C:31]([C:34]#[N:35])=[CH:30][CH:29]=2)=[O:13])[C:5]1=[O:10]. Procedure details: 500 mg of 5-fluoro-1,6-dimethyl-4-hydroxy-2-oxo-1,2-dihydropyridine-3-carboxylic acid was dissolved in 5 ml of acetonitrile, and 403 mg of carbonyldiimidazole was added thereto. The mixture was stirred for 1 hour under heat refluxing condition, 297 mg of 5-amino-2-cyanopyridine was added, and the mixture was further stirred for 1 hour under heat refluxing condition. The reaction mixture was cooled to room temperature, and the resulting crystals were collected by filtration to obtain 460 mg of 1,... Starting materials: COc1cc(OC)c(C(=O)Cl)cc1OC, CN1CCc2c(N)cccc2C1. Product: COc1cc(OC)c(C(=O)Nc2cccc3c2CCN(C)C3)cc1OC. RXN SMILES: [CH3:13][O:14][c:15]1[c:16]([C:17](=[O:18])[Cl:19])[cH:20][c:21]([O:26][CH3:27])[c:22]([O:24][CH3:25])[cH:23]1.[NH2:1][c:2]1[c:3]2[c:8]([cH:9][cH:10][cH:11]1)[CH2:7][N:6]([CH3:12])[CH2:5][CH2:4]2>>[NH:1]([c:2]1[c:3]2[c:8]([cH:9][cH:10][cH:11]1)[CH2:7][N:6]([CH3:12])[CH2:5][CH2:4]2)[C:17]([c:16]1[c:15]([O:14][CH3:13])[cH:23][c:22]([O:24][CH3:25])[c:21]([O:26][CH3:27])[cH:20]1)=[O:18]. The reactants are ClC1=NC=CC(=C1)I (2-chloro-4-iodopyridine), C1(CCCC1)C1=CC=C(C=C1)B(O)O ((4-cyclopentylphenyl)boronic acid), C([O-])([O-])=O.[Na+].[Na+] (sodium carbonate), COCCOC (DME). Yields the product ClC1=NC=CC(=C1)C1=CC=C(C=C1)C1CCCC1 (2-Chloro-4-(4-cyclopentylphenyl)pyridine). Solvent: O (water). Isolated yield 67.9%. Procedure: A mixture of 2-chloro-4-iodopyridine (6.43 g, 26.3 mmol), (4-cyclopentylphenyl)boronic acid (5.0 g, 26.3 mmol), Pd(Ph3P)4 (0.0.91 g 0.79 mmol), sodium carbonate (8.37 g, 79 mmol), DME (257 mL) and water (64 mL) was degassed with nitrogen and then refluxed overnight. The reaction mixture was concentrated and extracted with ethyl acetate. The the ethyl acetate layer was dried on Na2SO4 and then further purified by column chromatography using dichloromethane in hexanes and then vacuum distilled to ... Reagents/catalysts: C=1C=CC(=CC1)[P](C=2C=CC=CC2)(C=3C=CC=CC3)[Pd]([P](C=4C=CC=CC4)(C=5C=CC=CC5)C=6C=CC=CC6)([P](C=7C=CC=CC7)(C=8C=CC=CC8)C=9C=CC=CC9)[P](C=1C=CC=CC1)(C=1C=CC=CC1)C=1C=CC=CC1 (Pd(Ph3P)4). As a reaction SMILES: [Cl:1][C:2]1[CH:7]=[C:6](I)[CH:5]=[CH:4][N:3]=1.[CH:9]1([C:14]2[CH:19]=[CH:18][C:17](B(O)O)=[CH:16][CH:15]=2)[CH2:13][CH2:12][CH2:11][CH2:10]1.C(=O)([O-])[O-].[Na+].[Na+].COCCOC>C1C=CC([P]([Pd]([P](C2C=CC=CC=2)(C2C=CC=CC=2)C2C=CC=CC=2)([P](C2C=CC=CC=2)(C2C=CC=CC=2)C2C=CC=CC=2)[P](C2C=CC=CC=2)(C2C=CC=CC=2)C2C=CC=CC=2)(C2C=CC=CC=2)C2C=CC=CC=2)=CC=1.O>[Cl:1][C:2]1[CH:7]=[C:6]([C:17]2[CH:16]=[CH:15][C:14]([CH:9]3[CH2:13][CH2:12][CH2:11][CH2:10]3)=[CH:19][CH:18]=2)[CH:5]=[CH:4][N:3]=1 |f:2.3.4,^1:38,40,59,78|. The product is CCC1CC(O)CC1c1nnc2cnc3c(ccn3COCC[Si](C)(C)C)n12. Starting materials: CCC1CC(OC(=O)c2ccccc2)CC1c1nnc2cnc3c(ccn3COCC[Si](C)(C)C)n12, CO, [Na+], [OH-]. RXN SMILES: [C:3](=[O:4])([c:5]1[cH:6][cH:7][cH:8][cH:9][cH:10]1)[O:11][CH:12]1[CH2:13][CH:14]([CH2:37][CH3:38])[CH:15]([c:17]2[n:18][n:19][c:20]3[n:21]2[c:22]2[c:23]([n:24][cH:25]3)[n:26]([CH2:29][O:30][CH2:31][CH2:32][Si:33]([CH3:34])([CH3:35])[CH3:36])[cH:27][cH:28]2)[CH2:16]1.[CH3:39][OH:40].[Na+:2].[OH-:1]>>[OH:11][CH:12]1[CH2:13][CH:14]([CH2:37][CH3:38])[CH:15]([c:17]2[n:18][n:19][c:20]3[n:21]2[c:22]2[c:23]([n:24][cH:25]3)[n:26]([CH2:29][O:30][CH2:31][CH2:32][Si:33]([CH3:34])([CH3:35])[CH3:36])[cH:27][cH:28]2)[CH2:16]1. Starting materials: CONC(=O)c1ccc(C)c(Nc2nc(SC)nc(N(C)CC(C)(C)C)c2C#N)c1, CCO, [O-][I+3]([O-])([O-])[O-], [Na+], O. Product: CONC(=O)c1ccc(C)c(Nc2nc(S(C)=O)nc(N(C)CC(C)(C)C)c2C#N)c1. RXN SMILES: [C:1](#[N:2])[c:3]1[c:4]([NH:18][c:19]2[cH:20][c:21]([C:22](=[O:23])[NH:24][O:25][CH3:26])[cH:27][cH:28][c:29]2[CH3:30])[n:5][c:6]([S:16][CH3:17])[n:7][c:8]1[N:9]([CH3:10])[CH2:11][C:12]([CH3:13])([CH3:14])[CH3:15].[CH3:37][CH2:38][OH:39].[I+3:31]([O-:32])([O-:33])([O-:34])[O-:35].[Na+:36].[OH2:40]>>[C:1](#[N:2])[c:3]1[c:4]([NH:18][c:19]2[cH:20][c:21]([C:22](=[O:23])[NH:24][O:25][CH3:26])[cH:27][cH:28][c:29]2[CH3:30])[n:5][c:6]([S:16]([CH3:17])=[O:32])[n:7][c:8]1[N:9]([CH3:10])[CH2:11][C:12]([CH3:13])([CH3:14])[CH3:15]. The reactants are N1CCC(CC1)N1CCC2=CC=C(C=C12)CNC(C)=O (1-(Piperidin-4-yl)-6-acetamidomethylindoline), FC=1C=C(CCBr)C=CC1 (3-fluorophenethyl bromide). Product: FC=1C=C(CCN2CCC(CC2)N2CCC3=CC=C(C=C23)CNC(C)=O)C=CC1 (1-[1-(3-fluorophenethyl)piperdin-4-yl]-6-acetamidomethylindoline). Yield: 58.1%. As a reaction SMILES: [NH:1]1[CH2:6][CH2:5][CH:4]([N:7]2[C:15]3[C:10](=[CH:11][CH:12]=[C:13]([CH2:16][NH:17][C:18](=[O:20])[CH3:19])[CH:14]=3)[CH2:9][CH2:8]2)[CH2:3][CH2:2]1.[F:21][C:22]1[CH:23]=[C:24]([CH:28]=[CH:29][CH:30]=1)[CH2:25][CH2:26]Br>>[F:21][C:22]1[CH:23]=[C:24]([CH:28]=[CH:29][CH:30]=1)[CH2:25][CH2:26][N:1]1[CH2:2][CH2:3][CH:4]([N:7]2[C:15]3[C:10](=[CH:11][CH:12]=[C:13]([CH2:16][NH:17][C:18](=[O:20])[CH3:19])[CH:14]=3)[CH2:9][CH2:8]2)[CH2:5][CH2:6]1. Procedure details: 1-(Piperidin-4-yl)-6-acetamidomethylindoline (250 mg) and 3-fluorophenethyl bromide (220 mg) were treated as in Example 2 to give the title compound (210 mg) as white needles (yield: 58%). The reactants are COC(=O)C=1C=CC=C2C=CNC12 (7-methoxycarbonylindole), P(=O)(Cl)(Cl)Cl.CN(C=O)C (phosphorus oxychloride dimethylformamide), P(=O)(Cl)(Cl)Cl (phosphorus oxychloride), CN(C)C=O (DMF). The solvent is ClCCCl (1,2-dichloroethane), ClCCCl (1,2-dichloroethane), ClCCCl (1,2-dichloroethane). Run at time 2 hour. Yields the product COC(=O)C=1C=CC=C2C(=CNC12)C=O (7-methoxycarbonyl-3-indolcarboxaldehyde). The yield is 93.0%. Reaction SMILES: P(Cl)(Cl)(Cl)=O.CN(C)[CH:8]=[O:9].P(Cl)(Cl)(Cl)=O.CN(C=O)C.[CH3:21][O:22][C:23]([C:25]1[CH:26]=[CH:27][CH:28]=[C:29]2[C:33]=1[NH:32][CH:31]=[CH:30]2)=[O:24]>ClCCCl>[CH3:21][O:22][C:23]([C:25]1[CH:26]=[CH:27][CH:28]=[C:29]2[C:33]=1[NH:32][CH:31]=[C:30]2[CH:8]=[O:9])=[O:24] |f:0.1|. Reported procedure: To a stirred mixture of phosphorus oxychloride-dimethylformamide in anhydrous 1,2-dichloroethane (prepared by the slow addition of phosphorus oxychloride (0.43 ml, 4.6 mmol) to anhydrous DMF (0.35 ml, 4.6 mmol) in anhydrous 1,2-dichloroethane (6 ml) cooled below 5° C.) a solution of 7-methoxycarbonylindole (0.69 g, 4 mmol) in anhydrous 1,2-dichloroethane (6 ml) was dropwise below 5° C. The mixture was stirred at room temperature for 2 h and then was heated at 50° C. for 30 minutes. After cooling... Starting materials: COCCOC, O=C(CCc1ccccc1)c1cccc(C(F)(F)F)c1F, [NH4+], [OH-]. Yields the product Nc1c(C(=O)CCc2ccccc2)cccc1C(F)(F)F. As a reaction SMILES: [CH3:24][O:25][CH2:26][CH2:27][O:28][CH3:29].[F:1][c:2]1[c:3]([C:12]([CH2:13][CH2:14][c:15]2[cH:16][cH:17][cH:18][cH:19][cH:20]2)=[O:21])[cH:4][cH:5][cH:6][c:7]1[C:8]([F:9])([F:10])[F:11].[NH4+:22].[OH-:23]>>[c:2]1([NH2:22])[c:3]([C:12]([CH2:13][CH2:14][c:15]2[cH:16][cH:17][cH:18][cH:19][cH:20]2)=[O:21])[cH:4][cH:5][cH:6][c:7]1[C:8]([F:9])([F:10])[F:11]. The reactants are COC1=NC(=CC(=N1)OC1CC2C(N(CCCCC=CC3CC3(NC(C2C1)=O)C(=O)O)C)=O)C1=CC(=CC=C1)OC (17-[2-Methoxy-6-(3-methoxy-phenyl)-pyrimidin-4-yloxy]-13-methyl-2,14-dioxo-3,13-diaza-tricyclo[13.3.0.0*4,6*]octadec-7-ene-4-carboxylic acid), CC1(CC1)S(=O)(=O)N (methylcyclopropane sulphonamide). Yields the product COC1=NC(=CC(=N1)OC1CC2C(N(CCCCC=CC3CC3(NC(C2C1)=O)C(=O)NS(=O)(=O)C1(CC1)C)C)=O)C1=CC(=CC=C1)OC (1-Methyl-cyclopropanesulfonic acid {17-[2-methoxy-6-(3-methoxy-phenyl)-pyrimidin-4-yloxy]-13-methyl-2,14-dioxo-3,13-diaza-tricyclo[13.3.0.0*4,6*]octadec-7-ene-4-carbonyl}-amide). Yield: 50.8%. RXN SMILES: [CH3:1][O:2][C:3]1[N:8]=[C:7]([O:9][CH:10]2[CH2:27][CH:26]3[CH:12]([C:13](=[O:33])[N:14]([CH3:32])[CH2:15][CH2:16][CH2:17][CH2:18][CH:19]=[CH:20][CH:21]4[C:23]([C:29](O)=[O:30])([NH:24][C:25]3=[O:28])[CH2:22]4)[CH2:11]2)[CH:6]=[C:5]([C:34]2[CH:39]=[CH:38][CH:37]=[C:36]([O:40][CH3:41])[CH:35]=2)[N:4]=1.[CH3:42][C:43]1([S:46]([NH2:49])(=[O:48])=[O:47])[CH2:45][CH2:44]1>>[CH3:1][O:2][C:3]1[N:8]=[C:7]([O:9][CH:10]2[CH2:27][CH:26]3[CH:12]([C:13](=[O:33])[N:14]([CH3:32])[CH2:15][CH2:16][CH2:17][CH2:18][CH:19]=[CH:20][CH:21]4[C:23]([C:29]([NH:49][S:46]([C:43]5([CH3:42])[CH2:45][CH2:44]5)(=[O:48])=[O:47])=[O:30])([NH:24][C:25]3=[O:28])[CH2:22]4)[CH2:11]2)[CH:6]=[C:5]([C:34]2[CH:39]=[CH:38][CH:37]=[C:36]([O:40][CH3:41])[CH:35]=2)[N:4]=1. Reported procedure: The acid 25 (150 mg, 0.26 mmol) was reacted with methylcyclopropane sulphonamide (72 mg, 0.53 mmol) according to the procedure described in Example 16 step g, which gave the title compound (90 mg, 50%), MS [M+1] 682.